Dataset: the Open Reaction Database (ORD), a public repository of structured organic reaction records. Task: describe an organic reaction: reactants, conditions, products, and yield The reactants are C[C@H]1OCCN(C1)C=1OC2=C(C=C(C=C2C(C1)=O)C(=O)OC)C1NCCC1 (methyl 2-((R)-2-methylmorpholino)-4-oxo-8-(pyrrolidin-2-yl)-4H-chromene-6-carboxylate), CC1(C2=CC=CC(=C2OC=2C(=CC=CC12)P(C1=CC=CC=C1)C1=CC=CC=C1)P(C1=CC=CC=C1)C1=CC=CC=C1)C ((9,9-dimethyl-9H-xanthene-4,5-diyl)bis(diphenylphosphine)), BrC1=CC(=CC(=C1)F)F (1-bromo-3,5-difluorobenzene), C([O-])([O-])=O.[Cs+].[Cs+] (cesium carbonate). Reagents/catalysts: C(C)(=O)O[Pd]OC(C)=O (Diacetoxypalladium). Solvent: O1CCOCC1 (1,4-dioxane). Conditions: temperature 100 celsius, time 20 hour. The product is FC=1C=C(C=C(C1)F)N1C(CCC1)C=1C=C(C=C2C(C=C(OC12)N1C[C@H](OCC1)C)=O)C(=O)OC (methyl 8-(1-(3,5-difluorophenyl)pyrrolidin-2-yl)-2-((R)-2-methylmorpholino)-4-oxo-4H-chromene-6-carboxylate). The yield is 60.7%. As a reaction SMILES: [CH3:1][C@@H:2]1[CH2:7][N:6]([C:8]2[O:9][C:10]3[C:15]([C:16](=[O:18])[CH:17]=2)=[CH:14][C:13]([C:19]([O:21][CH3:22])=[O:20])=[CH:12][C:11]=3[CH:23]2[CH2:27][CH2:26][CH2:25][NH:24]2)[CH2:5][CH2:4][O:3]1.CC1(C)C2C=CC=C(P(C3C=CC=CC=3)C3C=CC=CC=3)C=2OC2C1=CC=CC=2P(C1C=CC=CC=1)C1C=CC=CC=1.Br[C:71]1[CH:76]=[C:75]([F:77])[CH:74]=[C:73]([F:78])[CH:72]=1.C(=O)([O-])[O-].[Cs+].[Cs+]>O1CCOCC1.C(O[Pd]OC(=O)C)(=O)C>[F:77][C:75]1[CH:76]=[C:71]([N:24]2[CH2:25][CH2:26][CH2:27][CH:23]2[C:11]2[CH:12]=[C:13]([C:19]([O:21][CH3:22])=[O:20])[CH:14]=[C:15]3[C:10]=2[O:9][C:8]([N:6]2[CH2:5][CH2:4][O:3][C@H:2]([CH3:1])[CH2:7]2)=[CH:17][C:16]3=[O:18])[CH:72]=[C:73]([F:78])[CH:74]=1 |f:3.4.5|. Reported procedure: Diacetoxypalladium (4.58 mg, 0.02 mmol) was added to a stirred mixture of methyl 2-((R)-2-methylmorpholino)-4-oxo-8-(pyrrolidin-2-yl)-4H-chromene-6-carboxylate (190 mg, 0.51 mmol), (9,9-dimethyl-9H-xanthene-4,5-diyl)bis(diphenylphosphine) (25.09 mg, 0.04 mmol), 1-bromo-3,5-difluorobenzene (73.4 μl, 0.64 mmol) and cesium carbonate (249 mg, 0.77 mmol) suspended in 1,4-dioxane (5 mL). The resulting suspension was degassed with argon and then stirred at 100° C. for 20 h. The reaction mixture was all... Starting materials: O=C(Cl)COCc1ccccc1, ClCCl, OC1CCNC1, O. Yields the product O=C(COCc1ccccc1)N1CCC(O)C1. As a reaction SMILES: [CH2:7]([c:8]1[cH:9][cH:10][cH:11][cH:12][cH:13]1)[O:14][CH2:15][C:16](=[O:17])[Cl:18].[Cl:20][CH2:21][Cl:22].[NH:1]1[CH2:2][CH:3]([OH:6])[CH2:4][CH2:5]1.[OH2:19]>>[N:1]1([C:16]([CH2:15][O:14][CH2:7][c:8]2[cH:9][cH:10][cH:11][cH:12][cH:13]2)=[O:17])[CH2:2][CH:3]([OH:6])[CH2:4][CH2:5]1. The reactants are S(=O)(Cl)Cl (thionyl chloride), S(=O)(Cl)Cl (thionyl chloride), CC(C(=O)OCC)(C)OC1=CC=CC=C1 (ethyl 2-methyl-2-phenoxypropanoate), 2.0h, CN(C)C=O (DMF), S(=O)(Cl)Cl (thionyl chloride), S(=O)(Cl)Cl (thionyl chloride), CN(C)C=O (DMF), CN(C)C=O (DMF), CN(C)C=O (DMF), ClS(=O)(=O)O (chlorosulfonic acid), CN(C)C=O (DMF). The solvent is ClCCl (dichloromethane), O (water), O (water). Reaction conditions: temperature 1 celsius, time 30 minute. Yields the product ClS(=O)(=O)C1=CC=C(OC(C(=O)OCC)(C)C)C=C1 (Ethyl 2-[4-(chlorosulfonyl)phenoxy]-2-methylpropanoate), bronze. Reaction SMILES: [CH3:1][C:2]([O:9][C:10]1[CH:15]=[CH:14][CH:13]=[CH:12][CH:11]=1)([CH3:8])[C:3]([O:5][CH2:6][CH3:7])=[O:4].[Cl:16][S:17](O)(=[O:19])=[O:18].CN(C=O)C.S(Cl)(Cl)=O>ClCCl.O>[Cl:16][S:17]([C:13]1[CH:12]=[CH:11][C:10]([O:9][C:2]([CH3:1])([CH3:8])[C:3]([O:5][CH2:6][CH3:7])=[O:4])=[CH:15][CH:14]=1)(=[O:19])=[O:18]. Procedure details: Cool a solution of the ethyl 2-methyl-2-phenoxypropanoate, (1.0wt, 1.0eq), in dichloromethane (7.5vols) to 0° C. with stirring under a nitrogen atmosphere. Slowly add neat chlorosulfonic acid (0.78wt, 1.4eq) to the reaction mixture at a rate such that the reaction temperature never rises above 5.0° C. The addition typically takes 30minutes to complete. Following the completion of the addition, stir the reaction mixture at 0-1° C. Follow the course of the reaction by HPLC. The reaction is typical... Reactants: C(C)(C)(C)OC(CN1C(=C(C2=CC=CC=C12)C1NS(C2=C1C=CC=C2)(=O)=O)C)=O ([3-(1,1-Dioxo-2,3-dihydro-1H-1λ6-benzo[d]isothiazol-3-yl)-2-methyl-indol-1-yl]-acetic acid tert-butyl ester), ClCC=1N=C(SC1)C (4-chloromethyl-2-methyl-thiazole). Product: CC=1N(C2=CC=CC=C2C1C1N(S(C2=C1C=CC=C2)(=O)=O)CC=2N=C(SC2)C)CC(=O)O ({2-Methyl-3-[2-(2-methyl-thiazol-4-ylmethyl)-1,1-dioxo-2,3-dihydro-1H-1λ6-benzo[d]isothiazol-3-yl]-indol-1-yl}-acetic acid). RXN SMILES: C([O:5][C:6](=[O:29])[CH2:7][N:8]1[C:16]2[C:11](=[CH:12][CH:13]=[CH:14][CH:15]=2)[C:10]([CH:17]2[C:21]3[CH:22]=[CH:23][CH:24]=[CH:25][C:20]=3[S:19](=[O:27])(=[O:26])[NH:18]2)=[C:9]1[CH3:28])(C)(C)C.Cl[CH2:31][C:32]1[N:33]=[C:34]([CH3:37])[S:35][CH:36]=1>>[CH3:28][C:9]1[N:8]([CH2:7][C:6]([OH:5])=[O:29])[C:16]2[C:11]([C:10]=1[CH:17]1[C:21]3[CH:22]=[CH:23][CH:24]=[CH:25][C:20]=3[S:19](=[O:27])(=[O:26])[N:18]1[CH2:31][C:32]1[N:33]=[C:34]([CH3:37])[S:35][CH:36]=1)=[CH:12][CH:13]=[CH:14][CH:15]=2. Reported procedure: The title compound was prepared by the method described for example 14 using the product from example 3, step c) and 4-chloromethyl-2-methyl-thiazole. 1H NMR (DMSO-d6) δ 13.04 (bs, 1H), 8.00 (d, J=8.7 Hz, 1H), 7.66-7.58 (m, 2H), 7.37 (d, J=8.1 Hz, 1H), 7.19 (s, 1H), 7.08 (d, J=6.3 Hz, 1H), 7.01 (t, J=7.8 Hz, 1H), 6.87-6.76 (m, 2H), 6.18 (s, 1H), 5.00 (s, 2H), 4.51 (d, J=16.2 Hz, 1H), 3.92 (d, J=16.2 Hz, 1H), 2.58 (s, 3H), 2.31 (s, 3H); MS: ESI (negative): 466 (M−H). Starting materials: O=[N+]([O-])c1cc(Br)cc([N+](=O)[O-])c1, CN(C)CCO, [K+], CN(C)C=O, [OH-], O. Yields the product CN(C)CCOc1cc(Br)cc([N+](=O)[O-])c1. As a reaction SMILES: [Br:1][c:2]1[cH:3][c:4]([N+:11]([O-:12])=[O:13])[cH:5][c:6]([N+:8](=[O:9])[O-:10])[cH:7]1.[CH3:14][N:15]([CH3:16])[CH2:17][CH2:18][OH:19].[K+:21].[O:22]=[CH:23][N:24]([CH3:25])[CH3:26].[OH-:20].[OH2:27]>>[Br:1][c:2]1[cH:3][c:4]([O:19][CH2:18][CH2:17][N:15]([CH3:14])[CH3:16])[cH:5][c:6]([N+:8](=[O:9])[O-:10])[cH:7]1. Procedure details: 4-t-Butyl-1-(but-3-ynylthiomethyl)-2,6,7-trioxabicyclo[2.2.2]octane was prepared from 2-(but-3-ynylthio)acetic acid and 3-t-butyl-3-hydroxymethyloxetane using the methodology described in Example I. A small amount of 4-butyl-1-[1-(but-3-yn-1-ylthio)ethyl]-2,6,7-trioxabicyclo[2.2.2]octane was also present. Starting materials: C(CC#C)SCC(=O)O (2-(but-3-ynylthio)acetic acid), C(C)(C)(C)C1(COC1)CO (3-t-butyl-3-hydroxymethyloxetane), C(CCC)C12COC(OC1)(OC2)C(C)SCCC#C (4-butyl-1-[1-(but-3-yn-1-ylthio)ethyl]-2,6,7-trioxabicyclo[2.2.2]octane). RXN SMILES: [CH2:1]([S:5][CH2:6][C:7]([OH:9])=[O:8])[CH2:2][C:3]#[CH:4].[C:10]([C:14]1([CH2:18]O)[CH2:17][O:16][CH2:15]1)([CH3:13])([CH3:12])[CH3:11].C(C12COC(C(SCCC#C)C)(OC1)OC2)CCC>>[C:10]([C:14]12[CH2:15][O:16][C:7]([CH2:6][S:5][CH2:1][CH2:2][C:3]#[CH:4])([O:9][CH2:18]1)[O:8][CH2:17]2)([CH3:13])([CH3:12])[CH3:11]. The product is C(C)(C)(C)C12COC(OC1)(OC2)CSCCC#C (4-t-Butyl-1-(but-3-ynylthiomethyl)-2,6,7-trioxabicyclo[2.2.2]octane). Reactants: S1C(=CC=C1)C1(CC(C(CC1)=O)C(=O)OC)C#N (4-(2-thienyl)-4-cyano-2-carbomethoxycyclohexanone), C(C)(=O)O (acetic acid), S(O)(O)(=O)=O (sulfuric acid). Solvent: O (water). Reaction conditions: time 24 hour. Yields the product S1C(=CC=C1)C1(CCC(CC1)=O)C#N (4-(2-thienyl)-4-cyanocyclohexanone). Isolated yield 66.0%. Reaction SMILES: [S:1]1[CH:5]=[CH:4][CH:3]=[C:2]1[C:6]1([C:17]#[N:18])[CH2:11][CH2:10][C:9](=[O:12])[CH:8](C(OC)=O)[CH2:7]1.C(O)(=O)C.S(=O)(=O)(O)O>O>[S:1]1[CH:5]=[CH:4][CH:3]=[C:2]1[C:6]1([C:17]#[N:18])[CH2:7][CH2:8][C:9](=[O:12])[CH2:10][CH2:11]1. Reported procedure: A mixture of 8.0 g. (0.0304 mole) of 4-(2-thienyl)-4-cyano-2-carbomethoxycyclohexanone in 200 ml. acetic acid and 100 ml. 10% aqueous sulfuric acid is heated on the steam bath with mechanical stirring for 24 hours. The mixture is then allowed to cool, diluted with water and extracted thoroughly with benzene. The organic layer is washed in turn with water, aqueous sodium bicarbonate and brine and taken to dryness. The residual solid is recrystallized from methylene chloride:Skellysolve B to affor... The reactants are CCO, Cl, CC(=O)Nc1cc2c(cc1[N+](=O)[O-])C(=O)CC2. Reaction SMILES: [CH3:18][CH2:19][OH:20].[ClH:21].[N+:1](=[O:2])([O-:3])[c:4]1[c:5]([NH:14][C:15](=[O:16])[CH3:17])[cH:6][c:7]2[c:11]([cH:12]1)[C:10](=[O:13])[CH2:9][CH2:8]2>>[N+:1](=[O:2])([O-:3])[c:4]1[c:5]([NH2:14])[cH:6][c:7]2[c:11]([cH:12]1)[C:10](=[O:13])[CH2:9][CH2:8]2. Yields the product Nc1cc2c(cc1[N+](=O)[O-])C(=O)CC2. Starting materials: CC=1NC2=CC=C(C=C2C1)[N+](=O)[O-] (2-methyl-5-nitroindole), ClC1=CC=NC2=CC(=CC=C12)Cl (4,7-dichloroquinoline). Solvent: CN1CCCC1=O (NMP), Cl (HCl), O1CCOCC1 (dioxane). Conditions: temperature 160 celsius. The product is Cl.ClC1=CC=C2C(=CC=NC2=C1)C1=C(NC2=CC=C(C=C12)[N+](=O)[O-])C (7-Chloro-4-(2-methyl-5-nitro-1H-indol-3-yl)-quinoline, hydrochloride). Isolated yield 95.6%. As a reaction SMILES: [CH3:1][C:2]1[NH:3][C:4]2[C:9]([CH:10]=1)=[CH:8][C:7]([N+:11]([O-:13])=[O:12])=[CH:6][CH:5]=2.[Cl:14][C:15]1[C:24]2[C:19](=[CH:20][C:21]([Cl:25])=[CH:22][CH:23]=2)[N:18]=[CH:17][CH:16]=1>CN1C(=O)CCC1.Cl.O1CCOCC1>[ClH:14].[Cl:25][C:21]1[CH:20]=[C:19]2[C:24]([C:15]([C:10]3[C:9]4[C:4](=[CH:5][CH:6]=[C:7]([N+:11]([O-:13])=[O:12])[CH:8]=4)[NH:3][C:2]=3[CH3:1])=[CH:16][CH:17]=[N:18]2)=[CH:23][CH:22]=1 |f:5.6|. Procedure details: A mixture of 2-methyl-5-nitroindole (1.34 g) and 4,7-dichloroquinoline (1.53 g) in NMP (1 ml) and 4M HCl in dioxane (0.1 ml) was heated at 145° C. for 2 hours and at 160° C. for 4 hours. After cooling the mixture triturated with ether and the solid collected to give the sub-title compound (2.72 g) as a green solid. Reactants: BrC1=C(C=CC=C1)O (bromophenol), C(C)OC(CCCBr)=O (4-bromobutyric acid ethyl ester), C([O-])([O-])=O.[Cs+].[Cs+] (cesium carbonate). The solvent is CN(C=O)C (dimethylformamide). Conditions: time 2 day. Yields the product C(C)OC(CCCOC1=C(C=CC=C1)Br)=O (4-(2-bromophenoxy)butyric acid ethyl ester). The yield is 85.4%. Reaction SMILES: [Br:1][C:2]1[CH:7]=[CH:6][CH:5]=[CH:4][C:3]=1[OH:8].[CH2:9]([O:11][C:12](=[O:17])[CH2:13][CH2:14][CH2:15]Br)[CH3:10].C(=O)([O-])[O-].[Cs+].[Cs+]>CN(C)C=O>[CH2:9]([O:11][C:12](=[O:17])[CH2:13][CH2:14][CH2:15][O:8][C:3]1[CH:4]=[CH:5][CH:6]=[CH:7][C:2]=1[Br:1])[CH3:10] |f:2.3.4|. Procedure details: 8.65 g of bromophenol and 8.75 g of 4-bromobutyric acid ethyl ester are dissolved in 120 ml of dimethylformamide, mixed with 32.6 g of cesium carbonate and stirred for 2 days at room temperature. The reaction mixture is filtered, the solvent is distilled off in a vacuum and the residue is distilled in a bulb tube at 180° C./0.4 mbar. 11 g of 4-(2-bromophenoxy)butyric acid ethyl ester is obtained as a colorless oil.